From a dataset of the Open Reaction Database (ORD), a public repository of structured organic reaction records. describe an organic reaction: reactants, conditions, products, and yield Starting materials: O=C([O-])[O-], CC[N+](CC)(CC)CC, [Cl-], ClCCl, Ic1ccccc1OCCc1ccsc1, [K+], [K+], CC(=O)[O-], CC(=O)[O-], CN(C)C=O, [Pd+2]. Yields the product c1ccc2c(c1)OCCc1ccsc1-2. As a reaction SMILES: [C:16](=[O:17])([O-:18])[O-:19].[CH2:23]([N+:24]([CH2:25][CH3:26])([CH2:27][CH3:28])[CH2:29][CH3:30])[CH3:31].[Cl-:22].[Cl:37][CH2:38][Cl:39].[I:1][c:2]1[c:3]([O:4][CH2:5][CH2:6][c:7]2[cH:8][s:9][cH:10][cH:11]2)[cH:12][cH:13][cH:14][cH:15]1.[K+:20].[K+:21].[O-:41][C:42]([CH3:43])=[O:44].[O-:45][C:46]([CH3:47])=[O:48].[O:32]=[CH:33][N:34]([CH3:35])[CH3:36].[Pd+2:40]>>[c:2]12[c:3]([cH:12][cH:13][cH:14][cH:15]1)[O:4][CH2:5][CH2:6][c:7]1[c:8]-2[s:9][cH:10][cH:11]1.